Dataset: the Open Reaction Database (ORD), a public repository of structured organic reaction records. Task: describe an organic reaction: reactants, conditions, products, and yield Reactants: O (water), OC1=CC2=C(C(CO2)=O)C=C1 (6-hydroxy-2H-benzofuran-3-one), C(C)OC=1C=C(C=O)C=CC1OC (3-ethoxy-4-methoxybenzaldehyde), Cl (hydrochloric acid). The solvent is CO (methanol). Yields the product C(C)OC=1C=C(C=CC1OC)C=C1OC2=C(C1=O)C=CC(=C2)O (2-[(3-ethoxy-4-methoxyphenyl)methylene]-6-hydroxy-3(2H)-benzofuranone). Yield: 47.6%. As a reaction SMILES: [OH:1][C:2]1[CH:11]=[CH:10][C:5]2[C:6](=[O:9])[CH2:7][O:8][C:4]=2[CH:3]=1.[CH2:12]([O:14][C:15]1[CH:16]=[C:17]([CH:20]=[CH:21][C:22]=1[O:23][CH3:24])[CH:18]=O)[CH3:13].Cl.O>CO>[CH2:12]([O:14][C:15]1[CH:16]=[C:17]([CH:18]=[C:7]2[C:6](=[O:9])[C:5]3[CH:10]=[CH:11][C:2]([OH:1])=[CH:3][C:4]=3[O:8]2)[CH:20]=[CH:21][C:22]=1[O:23][CH3:24])[CH3:13]. Reported procedure: After 6-hydroxy-2H-benzofuran-3-one 1 g and 3-ethoxy-4-methoxybenzaldehyde 1.33 g were dissolved in methanol 75 ml, concentrated hydrochloric acid 50 ml was added, and the mixture was refluxed for 1.5 hours. The solution was cooled to room temperature, and water 150 ml was added. Precipitated crystals were filtered and dried over phosphorous pentoxide at a temperature of 60° C. for four hours under reduced pressure to obtain the desired compound 0.99 g.